Dataset: the Open Reaction Database (ORD), a public repository of structured organic reaction records. Task: describe an organic reaction: reactants, conditions, products, and yield Reactants: CC1(C)CN(Cc2ccccc2)CCC1c1ccc(Cl)cc1, CC(Cl)OC(=O)Cl, CC(Cl)Cl. Yields the product CC1(C)CNCCC1c1ccc(Cl)cc1. RXN SMILES: [CH2:1]([c:2]1[cH:3][cH:4][cH:5][cH:6][cH:7]1)[N:8]1[CH2:9][C:10]([CH3:21])([CH3:22])[CH:11]([c:14]2[cH:15][cH:16][c:17]([Cl:20])[cH:18][cH:19]2)[CH2:12][CH2:13]1.[Cl:23][C:24]([O:25][CH:26]([Cl:27])[CH3:28])=[O:29].[Cl:30][CH:31]([Cl:32])[CH3:33]>>[NH:8]1[CH2:9][C:10]([CH3:21])([CH3:22])[CH:11]([c:14]2[cH:15][cH:16][c:17]([Cl:20])[cH:18][cH:19]2)[CH2:12][CH2:13]1.